This data is from the Open Reaction Database (ORD), a public repository of structured organic reaction records. The task is: describe an organic reaction: reactants, conditions, products, and yield Reactants: Compound M77, NC1=C(C=C(C=C1)C1=CC=CC=C1)N (1,2-diamino-4-phenylbenzene), C(C)(C)(C)OC(=O)NCC(=O)N[C@@H]1C[C@H](N(C1)C(=O)OC(C)(C)C)C(=O)O (trans-4-(N-tert-butoxycarbonylglycyl)amino-N-tert-butoxycarbonyl-L-proline), C(C1=CC=CC=C1)OC(=O)NCC(=O)O (N-(Benzyloxycarbonyl)glycine), NC1=C(C=CC=C1)O (2-aminophenol), C(C)(C)(C)OC(=O)NC[C@H]1C[C@@H](N(C1)C(=O)OC(C)(C)C)C(=O)O (trans-4-(N-tert-butoxycarbonylaminomethyl)-N-tert-butoxycarbonyl-D-proline). Yields the product NC[C@H]1C[C@@H](NC1)C(=O)NCC=1NC2=C(N1)C=CC(=C2)C2=CC=CC=C2 ((2R,4R)-4-(Aminomethyl)-N-[(5-phenyl-2-benzimidazolyl)methyl]-2-pyrrolidinecarboxamide). As a reaction SMILES: C(OC([NH:11][CH2:12][C:13](O)=O)=O)C1C=CC=CC=1.NC1C=CC=CC=1O.[NH2:24][C:25]1[CH:30]=[CH:29][C:28]([C:31]2[CH:36]=[CH:35][CH:34]=[CH:33][CH:32]=2)=[CH:27][C:26]=1[NH2:37].C(OC(NCC(N[C@H]1CN(C(OC(C)(C)C)=O)[C@H](C(O)=O)C1)=O)=O)(C)(C)C.C(OC([NH:72][CH2:73][C@@H:74]1[CH2:78][N:77](C(OC(C)(C)C)=O)[C@@H:76]([C:86]([OH:88])=O)[CH2:75]1)=O)(C)(C)C>>[NH2:72][CH2:73][C@@H:74]1[CH2:78][NH:77][C@@H:76]([C:86]([NH:11][CH2:12][C:13]2[NH:37][C:26]3[CH:27]=[C:28]([C:31]4[CH:36]=[CH:35][CH:34]=[CH:33][CH:32]=4)[CH:29]=[CH:30][C:25]=3[N:24]=2)=[O:88])[CH2:75]1. Procedure: This compound was prepared as in Compound M77, replacing N-(Benzyloxycarbonyl)-D-homophenylalanine with N-(Benzyloxycarbonyl)glycine, 2-aminophenol with 1,2-diamino-4-phenylbenzene and trans-4-(N-tert-butoxycarbonylglycyl)amino-N-tert-butoxycarbonyl-L-proline with trans-4-(N-tert-butoxycarbonylaminomethyl)-N-tert-butoxycarbonyl-D-proline. Starting materials: [Al+3], COCCOCCOC, Cl, [H-], [H-], [H-], [H-], [Li+], C1CCOC1, O, CC1=C(C#CC(C)O)C(C)(C)CC(O)C1. Yields the product CC1=C(C=CC(C)O)C(C)(C)CC(O)C1. Reaction SMILES: [Al+3:2].[CH3:24][O:25][CH2:26][CH2:27][O:28][CH2:29][CH2:30][O:31][CH3:32].[ClH:23].[H-:1].[H-:4].[H-:5].[H-:6].[Li+:3].[O:33]1[CH2:34][CH2:35][CH2:36][CH2:37]1.[OH2:22].[OH:7][CH:8]1[CH2:9][C:10]([CH3:21])=[C:11]([C:16]#[C:17][CH:18]([CH3:19])[OH:20])[C:12]([CH3:14])([CH3:15])[CH2:13]1>>[OH:7][CH:8]1[CH2:9][C:10]([CH3:21])=[C:11]([CH:16]=[CH:17][CH:18]([CH3:19])[OH:20])[C:12]([CH3:14])([CH3:15])[CH2:13]1. Starting materials: O (Water), Cl.C(C)(C)C1=NN(C=C1)CCl (3-i-propyl-1-(chloromethyl)-1H-pyrazole hydrochloride), FC(CCC(C#N)C#N)(F)F ((3,3,3-trifluoropropyl)malononitrile), C([O-])([O-])=O.[K+].[K+] (potassium carbonate). Solvent: CN(C=O)C (N,N-dimethylformamide). Product: C(C)(C)C1=NN(C=C1)CC(C#N)(C#N)CCC(F)(F)F ([(3-i-propyl-1H-pyrazole-1-yl)methyl](3,3,3-trifluoropropyl) malononitrile). Isolated yield 37.4%. As a reaction SMILES: Cl.[CH:2]([C:5]1[CH:9]=[CH:8][N:7]([CH2:10]Cl)[N:6]=1)([CH3:4])[CH3:3].[F:12][C:13]([F:22])([F:21])[CH2:14][CH2:15][CH:16]([C:19]#[N:20])[C:17]#[N:18].C(=O)([O-])[O-].[K+].[K+].O>CN(C)C=O>[CH:2]([C:5]1[CH:9]=[CH:8][N:7]([CH2:10][C:16]([CH2:15][CH2:14][C:13]([F:12])([F:21])[F:22])([C:17]#[N:18])[C:19]#[N:20])[N:6]=1)([CH3:4])[CH3:3] |f:0.1,3.4.5|. Procedure: 0.77 g of 3-i-propyl-1-(chloromethyl)-1H-pyrazole hydrochloride and 0.64 g of (3,3,3-trifluoropropyl)malononitrile were dissolved in 8 ml of N,N-dimethylformamide. 1.54 g of potassium carbonate was added to the solution under ice cooling with stirring, followed by stirring at room temperature for overnight. Water was added to the reaction mixture, and then extracted with MTBE. The organic layer was washed with water, dried over anhydrous magnesium sulfate, filtered, and concentrated under reduce...